From a dataset of the Open Reaction Database (ORD), a public repository of structured organic reaction records. describe an organic reaction: reactants, conditions, products, and yield The reactants are CN1CCCC1=O, Nc1ccc(OCCN2CCCC2)cc1, O, Cc1ccc(S(=O)(=O)O)cc1, Cn1ccc2c(Nc3nc(On4nnc5ccccc54)ncc3C(N)=O)cccc21. Product: Cn1ccc2c(Nc3nc(Nc4ccc(OCCN5CCCC5)cc4)ncc3C(N)=O)cccc21. Reaction SMILES: [CH3:58][N:59]1[CH2:60][CH2:61][CH2:62][C:63]1=[O:64].[N:31]1([CH2:36][CH2:37][O:38][c:39]2[cH:40][cH:41][c:42]([NH2:43])[cH:44][cH:45]2)[CH2:32][CH2:33][CH2:34][CH2:35]1.[OH2:46].[c:47]1([CH3:48])[cH:49][cH:50][c:51]([S:52]([OH:53])(=[O:54])=[O:55])[cH:56][cH:57]1.[n:1]1([O:2][c:11]2[n:12][cH:13][c:14]([C:28](=[O:29])[NH2:30])[c:15]([NH:17][c:18]3[c:19]4[cH:20][cH:21][n:22]([CH3:27])[c:23]4[cH:24][cH:25][cH:26]3)[n:16]2)[c:3]2[cH:4][cH:5][cH:6][cH:7][c:8]2[n:9][n:10]1>>[c:11]1([NH:43][c:42]2[cH:41][cH:40][c:39]([O:38][CH2:37][CH2:36][N:31]3[CH2:32][CH2:33][CH2:34][CH2:35]3)[cH:45][cH:44]2)[n:12][cH:13][c:14]([C:28](=[O:29])[NH2:30])[c:15]([NH:17][c:18]2[c:19]3[cH:20][cH:21][n:22]([CH3:27])[c:23]3[cH:24][cH:25][cH:26]2)[n:16]1. Reactants: CC(=O)C (acetone), C=CCCCCCC (octene), S(O)(O)(=O)=O (sulfuric acid). Yields the product C(C(CCCCCC)O)O (1,2-octanediol). As a reaction SMILES: [CH3:1][C:2]([CH3:4])=[O:3].[CH2:5]=[CH:6][CH2:7][CH2:8][CH2:9]CCC.S(=O)(=O)(O)[OH:14]>>[CH2:1]([OH:14])[CH:2]([OH:3])[CH2:4][CH2:5][CH2:6][CH2:7][CH2:8][CH3:9]. Reported procedure: A homogeneous clear solution is prepared by adding 3 moles of acetone to 1 mole of octene (1,2) oxide at room temperature. After adding 50 grams of 5% aqueous sulfuric acid to the solution, the acetone is evaporated off and the resulting solution is neutralized by adding an aqueous sodium hydroxide. The neutralized solution is extracted with pet ether and the extract dried over anhydrous magnesium sulfate. The pet ether is stripped off and 1,2-octanediol is obtained by distilling under vacuo, b.... Starting materials: C(C)(=O)NC=1C=C(C=CC1)C1=NC(=CN=C1)Cl (2-(3-acetamidophenyl)-6-chloropyrazine), CC(C)([O-])C.[K+] (potassium tert-butoxide), NC=1C=C(OCCNC(OC(C)(C)C)=O)C=CC1 (tert-butyl 2-(3-aminophenoxy)ethylcarbamate), F[B-](F)(F)F.C(C)(C)C1=C(C(=CC=C1)C(C)C)[N+]1=CN(CC1)C1=C(C=CC=C1C(C)C)C(C)C (1,3-bis(2,6-di-i-propylphenyl)-4,5-dihydro-imidazolium tetra-fluoroborate). The reagents and catalysts are [Pd].[Pd].C(C1=CC=CC=C1)=CC(=O)C=CC1=CC=CC=C1.C(C1=CC=CC=C1)=CC(=O)C=CC1=CC=CC=C1.C(C1=CC=CC=C1)=CC(=O)C=CC1=CC=CC=C1 (tris(dibenzylideneacetone) dipalladium (0)). Run in O1CCOCC1 (dioxane). Product: C(C)(=O)NC=1C=C(C=CC1)C1=CN=CC(=N1)NC=1C=C(OCCNC(OC(C)(C)C)=O)C=CC1 (tert-butyl 2-(3-(6-(3-acetamidophenyl)pyrazin-2-ylamino)phenoxy)ethylcarbamate). Isolated yield 42.4%. RXN SMILES: [C:1]([NH:4][C:5]1[CH:6]=[C:7]([C:11]2[CH:16]=[N:15][CH:14]=[C:13](Cl)[N:12]=2)[CH:8]=[CH:9][CH:10]=1)(=[O:3])[CH3:2].[NH2:18][C:19]1[CH:20]=[C:21]([CH:33]=[CH:34][CH:35]=1)[O:22][CH2:23][CH2:24][NH:25][C:26](=[O:32])[O:27][C:28]([CH3:31])([CH3:30])[CH3:29].F[B-](F)(F)F.C(C1C=CC=C(C(C)C)C=1[N+]1CCN(C2C(C(C)C)=CC=CC=2C(C)C)C=1)(C)C.CC(C)([O-])C.[K+]>[Pd].[Pd].C(=CC(C=CC1C=CC=CC=1)=O)C1C=CC=CC=1.C(=CC(C=CC1C=CC=CC=1)=O)C1C=CC=CC=1.C(=CC(C=CC1C=CC=CC=1)=O)C1C=CC=CC=1.O1CCOCC1>[C:1]([NH:4][C:5]1[CH:6]=[C:7]([C:11]2[N:12]=[C:13]([NH:18][C:19]3[CH:20]=[C:21]([CH:33]=[CH:34][CH:35]=3)[O:22][CH2:23][CH2:24][NH:25][C:26](=[O:32])[O:27][C:28]([CH3:31])([CH3:30])[CH3:29])[CH:14]=[N:15][CH:16]=2)[CH:8]=[CH:9][CH:10]=1)(=[O:3])[CH3:2] |f:2.3,4.5,6.7.8.9.10|. Reported procedure: Using Method O, 2-(3-acetamidophenyl)-6-chloropyrazine (150 mg, 0.61 mmol), tert-butyl 2-(3-aminophenoxy)ethylcarbamate (CJS 700, 190 mg, 0.753 mmol), tris(dibenzylideneacetone) dipalladium (0) (28 mg, 0.030 mmol), 1,3-bis(2,6-di-i-propylphenyl)-4,5-dihydro-imidazolium tetra-fluoroborate (29 mg, 0.061 mmol) and potassium tert-butoxide (102 mg, 0.91 mmol), and dioxane (3.5 mL) were reacted at 100° C. for 20 minutes with microwave heating. The reaction mixture was filtered and washed with ethyl ac... Reactants: C(C=1C(O)=CC=CC1)(=O)OC (methyl salicylate), BrCCCCCBr (1,5-dibromopentane), [H-].[Na+] (sodium hydride), [Na] (sodium), N1C(CCCCC1)=O (azacycloheptane-2-one). Solvent: C1(=CC=CC=C1)C (toluene), C1(=CC=CC=C1)C (toluene). Reaction conditions: temperature 100 celsius. The product is COC(=O)C1=C(OCCCCCN2C(CCCCC2)=O)C=CC=C1 (1-[5-(2-methoxycarbonylphenoxy) pentyl] azacycloheptane-2-one). Reaction SMILES: [C:1]([O:10][CH3:11])(=[O:9])[C:2]1[C:3](=[CH:5][CH:6]=[CH:7][CH:8]=1)[OH:4].Br[CH2:13][CH2:14][CH2:15][CH2:16][CH2:17]Br.[H-].[Na+].[Na].[NH:22]1[CH2:28][CH2:27][CH2:26][CH2:25][CH2:24][C:23]1=[O:29]>C1(C)C=CC=CC=1>[CH3:11][O:10][C:1]([C:2]1[CH:8]=[CH:7][CH:6]=[CH:5][C:3]=1[O:4][CH2:13][CH2:14][CH2:15][CH2:16][CH2:17][N:22]1[CH2:28][CH2:27][CH2:26][CH2:25][CH2:24][C:23]1=[O:29])=[O:9] |f:2.3,^1:20|. Reported procedure: 3.04 g of methyl salicylate and 18.4 g of 1,5-dibromopentane were added to a solution of 1.06 g of 50% sodium hydride in toluene, heated to 100° C. for 3 hurs, washed with water, dried, freed from the solvent by distillation off at reduced pressure and then further distilled to obtain an oily substance. A mixture of the thus obtained oily substance and 2.70 g of sodium salt of azacycloheptane-2-one was heated to 100° C. in toluene solvent for 5 hours, washed with water, dried and freed from the ... Reactants: CCOC(=O)CBr, CCCc1c(O)ccc(C(C)=O)c1O. RXN SMILES: [Br:15][CH2:16][C:17](=[O:18])[O:19][CH2:20][CH3:21].[OH:1][c:2]1[c:3]([C:12]([CH3:13])=[O:14])[cH:4][cH:5][c:6]([OH:11])[c:7]1[CH2:8][CH2:9][CH3:10]>>[OH:1][c:2]1[c:3]([C:12]([CH3:13])=[O:14])[cH:4][cH:5][c:6]([O:11][CH2:16][C:17](=[O:18])[O:19][CH2:20][CH3:21])[c:7]1[CH2:8][CH2:9][CH3:10]. The product is CCCc1c(OCC(=O)OCC)ccc(C(C)=O)c1O. Starting materials: CN1C(=CC=C1)CCN (2-(1-Methylpyrrol-2-yl)ethylamine), C1(=CC=CC=C1)C (toluene), P(=O)([O-])([O-])[O-] (phosphate), CN1C(=CC=C1)CCN (2-(1-Methylpyrrol-2-yl)ethylamine), CN1C(=CC=C1)CCN (2-(1-Methylpyrrol-2-yl)ethylamine), C1(=CC=CC=C1)C (toluene). Solvent: CCOCC (ether). Conditions: time 8 hour. The product is CN1C(=CC=C1)CCN1C(CCCC1)=O (1-[2-(1-Methyl-lH-pyrrol-2-yl)ethyl]-2-piperidone). As a reaction SMILES: [CH3:1][N:2]1[CH:6]=[CH:5][CH:4]=[C:3]1[CH2:7][CH2:8][NH2:9].P([O-])([O-])([O-])=[O:11].[C:15]1(C)C=[CH:19][CH:18]=[CH:17][CH:16]=1>CCOCC>[CH3:1][N:2]1[CH:6]=[CH:5][CH:4]=[C:3]1[CH2:7][CH2:8][N:9]1[CH2:15][CH2:16][CH2:17][CH2:18][C:19]1=[O:11]. Procedure details: 2-(1-Methylpyrrol-2-yl)ethylamine (4.96g, 0.04m) and triethylamine (5.6mL, 0.04m) were stirred together in toluene (60mL). A solution of ethyl 5-bromopentanoate (7.80g, 0.04m) in toluene (20 mL) was added dropwise over 1 hr at room temperature. The reaction mixture was heated with stirring at 70 degrees overnight. The reaction was worked up by addition of a phosphate buffer until a pH of 5-6 was reached; the reaction mixture was then diluted with ether and the layers were separated. The aqueous ...